This data is from the Open Reaction Database (ORD), a public repository of structured organic reaction records. The task is: describe an organic reaction: reactants, conditions, products, and yield Reactants: C(=O)(O)C1=CC=C(C=C1)B(O)O (4-carboxybenzene boronic acid), CC1(OB(OC1(C)C)C1=CC=C(C(=O)N)C=C1)C (4-(4,4,5,5-tetramethyl-[1,3,2]dioxaborolan-2-yl)-benzamide), N (NH3). Product: OCC=1C=C2CC3=C(NN=C3C3=CC=C(C(=O)N)C=C3)C2=CC1 (4-[6-(hydroxymethyl)-1,4-dihydroindeno[1,2-c]pyrazol-3-yl]benzamide). As a reaction SMILES: [C:1]([C:4]1[CH:9]=[CH:8][C:7](B(O)O)=[CH:6][CH:5]=1)([OH:3])=O.CC1(C)C(C)(C)OB([C:21]2[CH:29]=[CH:28][C:24]([C:25]([NH2:27])=[O:26])=[CH:23][CH:22]=2)O1.[NH3:31]>>[OH:3][CH2:1][C:4]1[CH:9]=[C:8]2[C:7](=[CH:6][CH:5]=1)[C:23]1[NH:31][N:27]=[C:25]([C:21]3[CH:22]=[CH:23][C:24]([C:25]([NH2:27])=[O:26])=[CH:28][CH:29]=3)[C:24]=1[CH2:28]2. Procedure: The desired product was prepared by replacing Example 1C and 4-carboxybenzene boronic acid with Example 19A and 4-(4,4,5,5-tetramethyl-[1,3,2]dioxaborolan-2-yl)-benzamide in Example 1D. MS (DCI/NH3) m/z: 306.1 (M+H)+; 1H NMR (500 MHz, DMSO-d6) δ 3.90 (s, 2H), 4.57 (s, 2H), 7.32 (d, J=7.49 Hz, 1H), 7.54 (s, 1H), 7.61 (d, J=7.80 Hz, 1H), 7.89 (d, J=8.42 Hz, 2H), 8.00 (d, J=8.42 Hz, 2H). Starting materials: CC(C)(C)OC(=O)N1CCC(C#N)CC1, C1CCOC1, [Li]CCCC, CC(C)N, ClCc1ccc(Cl)cc1, O. Product: CC(C)(C)OC(=O)N1CCC(C#N)(Cc2ccc(Cl)cc2)CC1. RXN SMILES: [C:10]([CH3:11])([CH3:12])([CH3:13])[O:14][C:15](=[O:16])[N:17]1[CH2:18][CH2:19][CH:20]([C:23]#[N:24])[CH2:21][CH2:22]1.[CH2:34]1[O:35][CH2:36][CH2:37][CH2:38]1.[CH2:5]([Li:6])[CH2:7][CH2:8][CH3:9].[CH3:1][CH:2]([NH2:3])[CH3:4].[Cl:25][c:26]1[cH:27][cH:28][c:29]([CH2:30][Cl:31])[cH:32][cH:33]1.[OH2:39]>>[C:10]([CH3:11])([CH3:12])([CH3:13])[O:14][C:15](=[O:16])[N:17]1[CH2:18][CH2:19][C:20]([C:23]#[N:24])([CH2:30][c:29]2[cH:28][cH:27][c:26]([Cl:25])[cH:33][cH:32]2)[CH2:21][CH2:22]1. Reactants: C(C)(C)(C)NC(=S)N[C@@H](CO)C1=CC=CC=C1 (N-(tert-butyl)-N′-[(1R)-2-hydroxy-1-phenylethyl]thiourea), Cl (hydrochloric acid). Run at temperature 0 celsius. Yields the product Cl.C1(=CC=CC=C1)[C@H]1N=C(SC1)N ((−)-(4R)-4-phenyl-4,5-dihydro-1,3-thiazol-2-ylamine hydrochloride). As a reaction SMILES: C([NH:5][C:6]([NH:8][C@H:9]([C:12]1[CH:17]=[CH:16][CH:15]=[CH:14][CH:13]=1)[CH2:10]O)=[S:7])(C)(C)C.[ClH:18]>>[ClH:18].[C:12]1([C@@H:9]2[CH2:10][S:7][C:6]([NH2:5])=[N:8]2)[CH:17]=[CH:16][CH:15]=[CH:14][CH:13]=1 |f:2.3|. Procedure: The process is performed under the conditions of Example 1, starting with 2.4 g of N-(tert-butyl)-N′-[(1R)-2-hydroxy-1-phenylethyl]thiourea in 24 cm3 of aqueous 6N hydrochloric acid for 1 hour 30 minutes at a temperature in the region of 100° C. After cooling the medium to a temperature in the region of 0° C., the precipitate formed is filtered off and the filter cake is then washed with 7 cm3 of aqueous 6N hydrochloric acid and twice 15 cm3 of diethyl ether. The solid obtained is dried in an ov... Reactants: FC=1C=C(C=C(C1F)F)[N+](=O)[O-] (3,4,5-trifluoro-nitrobenzene), ( a ), CC(C(=O)OCC)C(=O)OCC (diethyl methylmalonate), [OH-].[Na+] (sodium hydroxide). The solvent is CN(C)C=O (DMF). The product is FC1=C(C(=CC(=C1)[N+](=O)[O-])F)C(C(=O)OCC)(C(=O)OCC)C (diethyl 2-(2,6-difluoro-4-nitrophenyl)-2-methylmalonoate). Isolated yield 76.9%. RXN SMILES: [F:1][C:2]1[CH:3]=[C:4]([N+:10]([O-:12])=[O:11])[CH:5]=[C:6]([F:9])[C:7]=1F.[CH3:13][CH:14]([C:20]([O:22][CH2:23][CH3:24])=[O:21])[C:15]([O:17][CH2:18][CH3:19])=[O:16].[OH-].[Na+]>CN(C=O)C>[F:9][C:6]1[CH:5]=[C:4]([N+:10]([O-:12])=[O:11])[CH:3]=[C:2]([F:1])[C:7]=1[C:14]([CH3:13])([C:15]([O:17][CH2:18][CH3:19])=[O:16])[C:20]([O:22][CH2:23][CH3:24])=[O:21] |f:2.3|. Procedure details: A solution of commercially available 3,4,5-trifluoro-nitrobenzene (25b) (5.0 mL, 42.8 mmol), diethyl methylmalonate (6.1 mL, 35.7 mmol), and sodium hydroxide (1.54 g, 38.5 mmol) in DMF (55 mL) was allowed to react in the same manner as in (a) in Production Example 1. The crude product was subjected to silica gel column chromatography and elution with an n-hexane/ethyl acetate (10:1) solution to give 9.1 g (63%) of compound (26b) of interest as clear brown oil.